This data is from the Open Reaction Database (ORD), a public repository of structured organic reaction records. The task is: describe an organic reaction: reactants, conditions, products, and yield The reactants are CCC(=O)N(c1ccccc1F)C1CCN(C(=O)OCc2ccccc2)CC1C, CO, CC(=O)O. Yields the product CCC(=O)N(c1ccccc1F)C1CCNCC1C. As a reaction SMILES: [CH2:1]([O:2][C:3](=[O:4])[N:11]1[CH2:12][CH:13]([CH3:29])[CH:14]([N:17]([c:18]2[c:19]([F:24])[cH:20][cH:21][cH:22][cH:23]2)[C:25]([CH2:26][CH3:27])=[O:28])[CH2:15][CH2:16]1)[c:5]1[cH:6][cH:7][cH:8][cH:9][cH:10]1.[CH3:30][OH:31].[CH3:32][C:33](=[O:34])[OH:35]>>[NH:11]1[CH2:12][CH:13]([CH3:29])[CH:14]([N:17]([c:18]2[c:19]([F:24])[cH:20][cH:21][cH:22][cH:23]2)[C:25]([CH2:26][CH3:27])=[O:28])[CH2:15][CH2:16]1. Reactants: aqueous solution, [OH-].[Na+] (NaOH), C1CCOC1 (THF), ClC1=C(C=CC(=C1)NCC1=C(C=C(C=C1)C(F)(F)F)C1=CC=C(C=C1)C(=O)OC)C1=C(C=C(C=C1)Cl)C (methyl 2′-(((2,4′-dichloro-2′-methyl-[1,1′-biphenyl]-4-yl)amino)methyl)-5′-(trifluoromethyl)-[1,1′-biphenyl]-4-carboxylate). The solvent is CO (MeOH). Product: ClC1=C(C=CC(=C1)NCC1=C(C=C(C=C1)C(F)(F)F)C1=CC=C(C=C1)C(=O)O)C1=C(C=C(C=C1)Cl)C (2′-(((2,4′-dichloro-2′-methyl-[1,1′-biphenyl]-4-yl)amino)methyl)-5′-(trifluoromethyl)-[1,1′-biphenyl]-4-carboxylic acid). RXN SMILES: [OH-].[Na+].C1COCC1.[Cl:8][C:9]1[CH:14]=[C:13]([NH:15][CH2:16][C:17]2[CH:22]=[CH:21][C:20]([C:23]([F:26])([F:25])[F:24])=[CH:19][C:18]=2[C:27]2[CH:32]=[CH:31][C:30]([C:33]([O:35]C)=[O:34])=[CH:29][CH:28]=2)[CH:12]=[CH:11][C:10]=1[C:37]1[CH:42]=[CH:41][C:40]([Cl:43])=[CH:39][C:38]=1[CH3:44]>CO>[Cl:8][C:9]1[CH:14]=[C:13]([NH:15][CH2:16][C:17]2[CH:22]=[CH:21][C:20]([C:23]([F:26])([F:25])[F:24])=[CH:19][C:18]=2[C:27]2[CH:28]=[CH:29][C:30]([C:33]([OH:35])=[O:34])=[CH:31][CH:32]=2)[CH:12]=[CH:11][C:10]=1[C:37]1[CH:42]=[CH:41][C:40]([Cl:43])=[CH:39][C:38]=1[CH3:44] |f:0.1|. Reported procedure: A 3M aqueous solution of NaOH (0.6 mL, 1.8 mmol) was added to a THF (3 mL) and MeOH (1.5 mL) solution of methyl 2′-(((2,4′-dichloro-2′-methyl-[1,1′-biphenyl]-4-yl)amino)methyl)-5′-(trifluoromethyl)-[1,1′-biphenyl]-4-carboxylate (326 mg, 0.6 mmol) and the resulting homogeneous mixture was stirred at room temperature. After 16 h the resulting mixture was concentrated in vacuo, suspended in water, and acidified with 2 M HCl. The resulting precipitate was filtered off, dried in vacuo, and purified v... Reactants: Cl (HCl), C(C)OC(=O)[C@H]1[C@@H](C1)C(=O)OCC (trans-1,2-diethoxycarbonyl-cyclopropane), [Na+].[Cl-] (NaCl). Solvent: [OH-].[Na+] (NaOH). Reaction conditions: temperature 22 celsius, time 18 hour. Product: [C@@H]1([C@@H](C1)C(=O)O)C(=O)O (trans-1,2-Cyclopropanedicarboxylic acid). Reaction SMILES: C([O:3][C:4]([C@@H:6]1[CH2:8][C@H:7]1[C:9]([O:11]CC)=[O:10])=[O:5])C.Cl.[Na+].[Cl-]>[OH-].[Na+]>[C@@H:7]1([C:9]([OH:11])=[O:10])[CH2:8][C@H:6]1[C:4]([OH:5])=[O:3] |f:2.3,4.5|. Procedure: Diethyl carboxylate 3 (16.9 g, 19.3 mmol) was dissolved in 170 ml of 2N NaOH and heated under reflux for 1 h. The solution was stirred for additional 18 h at 22° C. The solution was cooled, adjusted to pH 3 with 2N HCl, saturated with NaCl, and finally extracted with ethyl acetate (2×100 ml). The pooled extracts were dried (Na2SO4), evaporated to dryness, and the white residue was used for the next step without further purification (8.5 g, 79%); mp 175-176° C. 1H-NMR (D2O): δ 1.42 (m, 2H), 2.18 ... The reactants are [Mg] (magnesium), BrC1=CC2=C(OCO2)C=C1 (5-bromo-benzo[1,3]dioxol), [Cl-].[NH4+] (ammonium chloride), C(C1=CC=CC=C1)N1CCC(CC1)=O (1-benzyl-4-piperidone). Solvent: O1CCCC1 (tetrahydrofuran), O1CCCC1 (tetrahydrofuran). Run at temperature 50 celsius, time 1 hour. Yields the product O1COC2=C1C=CC(=C2)C2(CCN(CC2)CC2=CC=CC=C2)O (4-benzo[1,3]dioxol-5-yl-1-benzyl-piperidin-4-ol). Reaction SMILES: [Mg].Br[C:3]1[CH:11]=[CH:10][C:6]2[O:7][CH2:8][O:9][C:5]=2[CH:4]=1.[CH2:12]([N:19]1[CH2:24][CH2:23][C:22](=[O:25])[CH2:21][CH2:20]1)[C:13]1[CH:18]=[CH:17][CH:16]=[CH:15][CH:14]=1.[Cl-].[NH4+]>O1CCCC1>[O:7]1[C:6]2[CH:10]=[CH:11][C:3]([C:22]3([OH:25])[CH2:23][CH2:24][N:19]([CH2:12][C:13]4[CH:18]=[CH:17][CH:16]=[CH:15][CH:14]=4)[CH2:20][CH2:21]3)=[CH:4][C:5]=2[O:9][CH2:8]1 |f:3.4|. Procedure: To 1.46 g of magnesium shavings, which had previously been covered with tetrahydrofuran, was added dropwise a solution of 12.06 g (60 mmol) of 5-bromo-benzo[1,3]dioxol in 30 ml of absolute tetrahydrofuran, followed by 11.35 g (60 mmol) of 1-benzyl-4-piperidone. The reaction mixture was stirred at 50° C. for 1 hour, then poured on to ice and ammonium chloride solution. The 4-benzo[1,3]dioxol-5-yl-1-benzyl-piperidin-4-ol formed was extracted with ethyl acetate and crystallized upon concentration o... Starting materials: [N+](=[N-])=C (diazomethane), BrC=1C=C2C(C(NC2=CC1)=O)=CC#N (5-bromo-1,2-dihydro-2-oxo-3H-indol-3-ylidene-acetonitrile). Run in CCOCC (ether). Reaction conditions: temperature 0 celsius, time 2 hour. The product is BrC=1C=C2C3(C(NC2=CC1)=O)C(C3)C#N (5′-bromo-2-cyano-spiro[cyclopropane-1,3′-[3H]indol]-2′(1′H)-one). Isolated yield 50.0%. Reaction SMILES: [N+:1](=[CH2:3])=[N-].[Br:4][C:5]1[CH:6]=[C:7]2[C:11](=[CH:12][CH:13]=1)[NH:10][C:9](=[O:14])[C:8]2=[CH:15][C:16]#N>CCOCC>[Br:4][C:5]1[CH:6]=[C:7]2[C:11](=[CH:12][CH:13]=1)[NH:10][C:9](=[O:14])[C:8]12[CH2:16][CH:15]1[C:3]#[N:1]. Procedure details: An excess of an ethereal diazomethane solution was added portion-wise from a syringe to a suspension of 5-bromo-1,2-dihydro-2-oxo-3H-indol-3-ylidene-acetonitrile (30 mg, 0.1 mmol), prepared as in Example 1, in dry ether (30 mL). The suspension was stirred at 0° C. for 2 hours. Excess diazomethane was quenched with two drops of acetic acid. The reaction mixture was concentrated to dryness in vacuo. The residue was dissolved in toluene (20 mL) and the resulting solution was heated to reflux for 6 ... Reactants: BrCCCCCCCCBr, O=C([O-])[O-], [Cs+], [Cs+], O=c1cc(COC2CCCCO2)occ1O. Product: O=c1cc(COC2CCCCO2)occ1OCCCCCCCCBr. RXN SMILES: [Br:23][CH2:24][CH2:25][CH2:26][CH2:27][CH2:28][CH2:29][CH2:30][CH2:31][Br:32].[C:17](=[O:18])([O-:19])[O-:20].[Cs+:21].[Cs+:22].[OH:1][c:2]1[c:3](=[O:16])[cH:4][c:5]([CH2:8][O:9][CH:10]2[O:11][CH2:12][CH2:13][CH2:14][CH2:15]2)[o:6][cH:7]1>>[O:1]([c:2]1[c:3](=[O:16])[cH:4][c:5]([CH2:8][O:9][CH:10]2[O:11][CH2:12][CH2:13][CH2:14][CH2:15]2)[o:6][cH:7]1)[CH2:31][CH2:30][CH2:29][CH2:28][CH2:27][CH2:26][CH2:25][CH2:24][Br:23]. Procedure details: 3-Hydroxyproprionitrile (7.11 g, 100 mmol) and imidazole (68.08 g, 100 mmol) in dry THF (100 ml) was stirred at room temperature for 45 mins and tert-butyldiphenylsilylchloride (28.86 g, 105 mmol) was added slowly by syringe over 10 mins. The clear solution was stirred at room temperature overnight during which time a white precipitate formed. The reaction was filtered and the filtrate evaporated in vacuo to leave an oil which was chromatographed on silica (eluting with 10% petrol in ether) to g... Run at time 8 hour. Yields the product [Si](C1=CC=CC=C1)(C1=CC=CC=C1)(C(C)(C)C)OCCC#N (3-tert-Butyldiphenylsilyloxyproprionitrile). RXN SMILES: [OH:1][CH2:2][CH2:3][C:4]#[N:5].N1C=CN=C1.[Si:11](Cl)([C:24]([CH3:27])([CH3:26])[CH3:25])([C:18]1[CH:23]=[CH:22][CH:21]=[CH:20][CH:19]=1)[C:12]1[CH:17]=[CH:16][CH:15]=[CH:14][CH:13]=1>C1COCC1>[Si:11]([O:1][CH2:2][CH2:3][C:4]#[N:5])([C:24]([CH3:27])([CH3:26])[CH3:25])([C:18]1[CH:19]=[CH:20][CH:21]=[CH:22][CH:23]=1)[C:12]1[CH:17]=[CH:16][CH:15]=[CH:14][CH:13]=1. The solvent is C1CCOC1 (THF). Starting materials: OCCC#N (3-Hydroxyproprionitrile), N1C=NC=C1 (imidazole), [Si](C1=CC=CC=C1)(C1=CC=CC=C1)(C(C)(C)C)Cl (tert-butyldiphenylsilylchloride).